Dataset: the Open Reaction Database (ORD), a public repository of structured organic reaction records. Task: describe an organic reaction: reactants, conditions, products, and yield Starting materials: COc1cccc(OC)c1C(=O)Cl, Clc1ccc2nc(NC3CCNC3)oc2c1, Cl, c1ccncc1. Yields the product COc1cccc(OC)c1C(=O)N1CCC(Nc2nc3ccc(Cl)cc3o2)C1. RXN SMILES: [CH3:18][O:19][c:20]1[c:21]([C:22](=[O:23])[Cl:24])[c:25]([O:29][CH3:30])[cH:26][cH:27][cH:28]1.[Cl:1][c:2]1[cH:3][c:4]2[c:5]([n:6][c:7]([NH:9][CH:10]3[CH2:11][NH:12][CH2:13][CH2:14]3)[o:8]2)[cH:15][cH:16]1.[ClH:17].[cH:31]1[cH:32][cH:33][n:34][cH:35][cH:36]1>>[Cl:1][c:2]1[cH:3][c:4]2[c:5]([n:6][c:7]([NH:9][CH:10]3[CH2:11][N:12]([C:22]([c:21]4[c:20]([O:19][CH3:18])[cH:28][cH:27][cH:26][c:25]4[O:29][CH3:30])=[O:23])[CH2:13][CH2:14]3)[o:8]2)[cH:15][cH:16]1. The reactants are CCCCO, CCN(C(C)C)C(C)C, NCc1cc2cccc(Cl)c2nc1-c1ccccc1, Clc1ncnc2[nH]ccc12. The product is Clc1cccc2cc(CNc3ncnc4[nH]ccc34)c(-c3ccccc3)nc12. As a reaction SMILES: [CH2:39]([OH:40])[CH2:41][CH2:42][CH3:43].[CH:30]([N:31]([CH2:32][CH3:33])[CH:34]([CH3:35])[CH3:36])([CH3:37])[CH3:38].[Cl:1][c:2]1[cH:3][cH:4][cH:5][c:6]2[cH:7][c:8]([CH2:18][NH2:19])[c:9](-[c:12]3[cH:13][cH:14][cH:15][cH:16][cH:17]3)[n:10][c:11]12.[Cl:20][c:21]1[c:22]2[c:23]([n:24][cH:25][n:26]1)[nH:27][cH:28][cH:29]2>>[Cl:1][c:2]1[cH:3][cH:4][cH:5][c:6]2[cH:7][c:8]([CH2:18][NH:19][c:21]3[c:22]4[c:23]([n:24][cH:25][n:26]3)[nH:27][cH:28][cH:29]4)[c:9](-[c:12]3[cH:13][cH:14][cH:15][cH:16][cH:17]3)[n:10][c:11]12. Run at temperature 20 celsius, time 2 hour. Isolated yield 31.8%. The solvent is CN(C)C=O (DMF), CN(C)C=O (DMF). As a reaction SMILES: [H-].[Na+].[Cl:3][C:4]1[CH:5]=[CH:6][C:7]([CH:14]=O)=[C:8]([CH:13]=1)[C:9]([O:11]C)=O.[N+:16]([CH2:18][C:19]([O:21][CH2:22][CH3:23])=[O:20])#[C-].C(O)(=O)C>CN(C=O)C>[Cl:3][C:4]1[CH:13]=[C:8]2[C:7]([CH:14]=[C:18]([C:19]([O:21][CH2:22][CH3:23])=[O:20])[NH:16][C:9]2=[O:11])=[CH:6][CH:5]=1 |f:0.1|. Procedure: To a stirred mixture of NaH (1.81 g, 30.3 mmol) in DMF (20 mL) was added a solution of methyl 5-chloro-2-formylbenzoate (5.0 g, 25 mmol) and ethyl 2-isocyanoacetate (2.85 g, 25 mmol) in DMF (60 mL) at 40° C. over a 20 minute period. The reaction mixture was stirred at 20° C. for 2 hours. Its pH was adjusted to 7.0 with acetic acid (10%) and the mixture was extracted with DCM (3×200 mL). The organic layers were combined, washed with brine (200 mL), dried over Na2SO4, and concentrated. The crude p... Yields the product ClC1=CC=C2C=C(NC(C2=C1)=O)C(=O)OCC (ethyl 7-chloro-1-oxo-1,2-dihydroisoquinoline-3-carboxylate). The reactants are C(C)(=O)O (acetic acid), [H-].[Na+] (NaH), ClC=1C=CC(=C(C(=O)OC)C1)C=O (methyl 5-chloro-2-formylbenzoate), [N+](#[C-])CC(=O)OCC (ethyl 2-isocyanoacetate). Starting materials: OC1=CC=C(OC(C(=O)NC)C)C=C1 ((RS)-2-(4-hydroxy-phenoxy)-N-methyl-propionamide), FC1=C(CBr)C=CC=C1 (2-fluoro-benzylbromide), C([O-])([O-])=O.[K+].[K+] (potassium carbonate). Run in CC(CC)=O (2-butanone). The product is FC1=C(COC2=CC=C(OC(C(=O)NC)C)C=C2)C=CC=C1 ((RS)-2-[4-(2-fluoro-benzyloxy)-phenoxy]-N-methyl-propionamide). As a reaction SMILES: [OH:1][C:2]1[CH:14]=[CH:13][C:5]([O:6][CH:7]([CH3:12])[C:8]([NH:10][CH3:11])=[O:9])=[CH:4][CH:3]=1.[F:15][C:16]1[CH:23]=[CH:22][CH:21]=[CH:20][C:17]=1[CH2:18]Br.C(=O)([O-])[O-].[K+].[K+]>CC(=O)CC>[F:15][C:16]1[CH:23]=[CH:22][CH:21]=[CH:20][C:17]=1[CH2:18][O:1][C:2]1[CH:3]=[CH:4][C:5]([O:6][CH:7]([CH3:12])[C:8]([NH:10][CH3:11])=[O:9])=[CH:13][CH:14]=1 |f:2.3.4|. Procedure: In analogy to the procedure described in Example 3b), the alkylation of (RS)-2-(4-hydroxy-phenoxy)-N-methyl-propionamide with 2-fluoro-benzylbromide in 2-butanone using potassium carbonate as the base yielded the (RS)-2-[4-(2-fluoro-benzyloxy)-phenoxy]-N-methyl-propionamide as white crystals; MS: m/e=304 (M+H)+. Reactants: [H-].[Na+] (sodium hydride), ICCC (1-iodopropane), S1C(=NC=C1)N1C(NC2(C1=O)CCCCC2)=O (3-thiazol-2-yl-1,3-diazaspiro-[4.5]decane-2,4-dione), 200C. Solvent: CN(C=O)C (dimethylformamide), O (water). Reaction conditions: time 1 hour. Product: C(CC)N1C(N(C(C12CCCCC2)=O)C=2SC=CN2)=O (l-propyl-3-thiazol-2-yl-1,3-diazaspiro[4.5]decane-2,4-dione). Isolated yield 67.0%. RXN SMILES: [S:1]1[CH:5]=[CH:4][N:3]=[C:2]1[N:6]1[C:10](=[O:11])[C:9]2([CH2:16][CH2:15][CH2:14][CH2:13][CH2:12]2)[NH:8][C:7]1=[O:17].[H-].[Na+].I[CH2:21][CH2:22][CH3:23]>CN(C)C=O.O>[CH2:21]([N:8]1[C:9]2([CH2:16][CH2:15][CH2:14][CH2:13][CH2:12]2)[C:10](=[O:11])[N:6]([C:2]2[S:1][CH:5]=[CH:4][N:3]=2)[C:7]1=[O:17])[CH2:22][CH3:23] |f:1.2|. Procedure: 5.05 g of the product from Example 2, stage 2 were dissolved in 20 ml of dimethylformamide. 1.10 g of sodium hydride (50% suspension in mineral oil) were added in portions with stirring at 200C. After 1 hour's stirring, 4 ml of 1-iodopropane were added. Stirring was continued for a further 3 hours. The mixture was then diluted with 100 ml of distilled water, extracted three times with 30 ml portions of ethyl acetate, washed with saturated sodium chloride solution and dried over sodium sulphate. ... Starting materials: O=C1CCC(=O)N1Br, CN(C)C=O, c1ccc2c(c1)[nH]c1cccc(OCC3CO3)c12. Product: Brc1ccc(OCC2CO2)c2c1[nH]c1ccccc12. As a reaction SMILES: [Br:19][N:20]1[C:21](=[O:22])[CH2:23][CH2:24][C:25]1=[O:26].[CH3:27][N:28]([CH3:29])[CH:30]=[O:31].[O:1]1[CH:2]([CH2:4][O:5][c:6]2[cH:7][cH:8][cH:9][c:10]3[nH:11][c:12]4[cH:13][cH:14][cH:15][cH:16][c:17]4[c:18]23)[CH2:3]1>>[O:1]1[CH:2]([CH2:4][O:5][c:6]2[cH:7][cH:8][c:9]([Br:19])[c:10]3[nH:11][c:12]4[cH:13][cH:14][cH:15][cH:16][c:17]4[c:18]23)[CH2:3]1. Reactants: O (water), BrC1=C(C=CC(=C1)C(C)(C)C)S(=O)(=O)N(COC)C1=C(SC=C1)C(=O)OC (Methyl 3-[2-bromo-4-tert-butyl-N-(methoxymethyl)phenylsulfonamido]thiophene-2-carboxylate), C1(=CC=CC=C1)C (toluene), C([O-])([O-])=O.[Cs+].[Cs+] (cesium carbonate), (E)-2-(3-methoxyprop-1-enyl)-4,4,5,5-tetramethyl-1,3,2-dioxoborolane. The reagents and catalysts are C=1C=CC(=CC1)[P](C=2C=CC=CC2)(C=3C=CC=CC3)[Pd]([P](C=4C=CC=CC4)(C=5C=CC=CC5)C=6C=CC=CC6)([P](C=7C=CC=CC7)(C=8C=CC=CC8)C=9C=CC=CC9)[P](C=1C=CC=CC1)(C=1C=CC=CC1)C=1C=CC=CC1 (tetrakis(triphenylphosphine)palladium(0)). Run in C(C)O (ethanol). The product is C(C)(C)(C)C1=CC(=C(C=C1)S(=O)(=O)N(COC)C1=C(SC=C1)C(=O)OC)C=CCOC (Methyl 3-[4-tert-butyl-N-(methoxymethyl)-2-(3-methoxyprop-1-enyl)phenyl sulfonamido]thiophene-2-carboxylate). RXN SMILES: Br[C:2]1[CH:7]=[C:6]([C:8]([CH3:11])([CH3:10])[CH3:9])[CH:5]=[CH:4][C:3]=1[S:12]([N:15]([C:19]1[CH:23]=[CH:22][S:21][C:20]=1[C:24]([O:26][CH3:27])=[O:25])[CH2:16][O:17][CH3:18])(=[O:14])=[O:13].[C:28](=[O:31])([O-])[O-].[Cs+].[Cs+].[C:34]1(C)[CH:39]=CC=C[CH:35]=1.O>C1C=CC([P]([Pd]([P](C2C=CC=CC=2)(C2C=CC=CC=2)C2C=CC=CC=2)([P](C2C=CC=CC=2)(C2C=CC=CC=2)C2C=CC=CC=2)[P](C2C=CC=CC=2)(C2C=CC=CC=2)C2C=CC=CC=2)(C2C=CC=CC=2)C2C=CC=CC=2)=CC=1.C(O)C>[C:8]([C:6]1[CH:5]=[CH:4][C:3]([S:12]([N:15]([C:19]2[CH:23]=[CH:22][S:21][C:20]=2[C:24]([O:26][CH3:27])=[O:25])[CH2:16][O:17][CH3:18])(=[O:14])=[O:13])=[C:2]([CH:35]=[CH:34][CH2:39][O:31][CH3:28])[CH:7]=1)([CH3:11])([CH3:10])[CH3:9] |f:1.2.3,^1:45,47,66,85|. Reported procedure: Synthesized as described for 7 using 6 (300.0 mg, 0.65 mmol), cesium carbonate (634.0 mg; 1.95 mmol), (E)-2-(3-methoxyprop-1-enyl)-4,4,5,5-tetramethyl-1,3,2-dioxoborolane (193.0 mg; 0.97 mmol), tetrakis(triphenylphosphine)palladium(0) (37.0 mg; 0.032 mmol), toluene (1.5 mL), water (1.5 mL) and ethanol (1.5 mL). The crude dark oil was purified by automated silica gel column chromatography (Biotage®) eluting with ethyl acetate/hexanes (0 to 20% v/v gradient elution over 500 mL) to give the title c...